Dataset: the Open Reaction Database (ORD), a public repository of structured organic reaction records. Task: describe an organic reaction: reactants, conditions, products, and yield Reactants: COC(C(CC(=C)C)C1=CC(=NC(=C1)C1=CC=C(C=C1)C(F)(F)F)N(C1=CC=C(C=C1)C(F)(F)F)CC(C)C)=O (2-[2-[isobutyl-(4-trifluoromethyl-phenyl)-amino]-6-(4-trifluoromethyl-phenyl)-pyridin-4-yl]-4-methyl-pent-4-enoic acid methyl ester). Reagents/catalysts: [Pd] (Pd/C). Solvent: CO (methanol). The product is COC(C(CC(C)C)C1=CC(=NC(=C1)C1=CC=C(C=C1)C(F)(F)F)N(C1=CC=C(C=C1)C(F)(F)F)CC(C)C)=O (2-[2-[Isobutyl-(4-trifluoromethyl-phenyl)-amino]-6-(4-trifluoromethyl-phenyl)-pyridin-4-yl]-4-methyl-pentanoic acid methyl ester). The yield is 100.9%. As a reaction SMILES: [CH3:1][O:2][C:3](=[O:40])[CH:4]([C:9]1[CH:14]=[C:13]([C:15]2[CH:20]=[CH:19][C:18]([C:21]([F:24])([F:23])[F:22])=[CH:17][CH:16]=2)[N:12]=[C:11]([N:25]([CH2:36][CH:37]([CH3:39])[CH3:38])[C:26]2[CH:31]=[CH:30][C:29]([C:32]([F:35])([F:34])[F:33])=[CH:28][CH:27]=2)[CH:10]=1)[CH2:5][C:6]([CH3:8])=[CH2:7]>CO.[Pd]>[CH3:1][O:2][C:3](=[O:40])[CH:4]([C:9]1[CH:14]=[C:13]([C:15]2[CH:16]=[CH:17][C:18]([C:21]([F:23])([F:24])[F:22])=[CH:19][CH:20]=2)[N:12]=[C:11]([N:25]([CH2:36][CH:37]([CH3:39])[CH3:38])[C:26]2[CH:27]=[CH:28][C:29]([C:32]([F:33])([F:34])[F:35])=[CH:30][CH:31]=2)[CH:10]=1)[CH2:5][CH:6]([CH3:8])[CH3:7]. Reported procedure: A solution of 2-[2-[isobutyl-(4-trifluoromethyl-phenyl)-amino]-6-(4-trifluoromethyl-phenyl)-pyridin-4-yl]-4-methyl-pent-4-enoic acid methyl ester (40 mg, 0.07 mmol), Pd/C (10%, 5 mg) in methanol (10 mL) was hydrogenated for 4 h. The mixture was filtered through Celite, washed with methanol, evaporated. The residue was dissolved in CH2Cl2, filtered and evaporated to give the product as colorless oil (40 mg, 100%). 1H NMR (300 MHz, CDCl3) δ 8.12 (d, J=8.29 Hz, 2H), 7.70 (d, J=8.29 Hz, 2H), 7.64 (d... Yields the product COC(=O)c1ccc(OCc2ccccc2OCc2ccccc2)cc1. Reaction SMILES: [CH2:18]([c:19]1[cH:20][cH:21][cH:22][cH:23][cH:24]1)[O:25][c:26]1[c:27]([CH2:28][Br:29])[cH:30][cH:31][cH:32][cH:33]1.[K+:12].[K+:13].[O-:14][C:15]([O-:16])=[O:17].[O:34]=[CH:35][N:36]([CH3:37])[CH3:38].[OH:1][c:2]1[cH:3][cH:4][c:5]([C:6](=[O:7])[O:8][CH3:9])[cH:10][cH:11]1>>[O:1]([c:2]1[cH:3][cH:4][c:5]([C:6](=[O:7])[O:8][CH3:9])[cH:10][cH:11]1)[CH2:28][c:27]1[c:26]([O:25][CH2:18][c:19]2[cH:20][cH:21][cH:22][cH:23][cH:24]2)[cH:33][cH:32][cH:31][cH:30]1. Reactants: BrCc1ccccc1OCc1ccccc1, [K+], [K+], O=C([O-])[O-], CN(C)C=O, COC(=O)c1ccc(O)cc1. Procedure details: Prepared analogously to Example 25d from 1-methyl-2-[2-(4-cyanophenyl)ethyl]benzimidazol-5-yl-carboxylic acid-N-phenyl-N-(ethoxycarbonylmethyl)amide and ethanolic hydrochloric acid, ethanol, and ammonium carbonate. Yield: 73% of theory, C28H29N5O3 (483.6); Rf value: 0.15 (silica gel; dichloromethane/ethanol=4:1); EKA mass spectrum: (M+H)+=484; (M+H+Na)++=253.7. Run in ClCCl.C(C)O (dichloromethane ethanol). The product is Cl.C1(=CC=CC=C1)N(C(=O)C1=CC2=C(N(C(=N2)CCC2=CC=C(C=C2)C(N)=N)C)C=C1)CC(=O)OCC (1-Methyl-2-[2-(4-amidinophenyl)ethyl]benzimidazol-5-yl-carboxylic acid-N-phenyl-N-(ethoxycarbonylmethyl) amide hydrochloride). Yield: 73.0%. RXN SMILES: [C:1]1([N:7]([CH2:30][C:31]([O:33][CH2:34][CH3:35])=[O:32])[C:8]([C:10]2[CH:29]=[CH:28][C:13]3[N:14]([CH3:27])[C:15]([CH2:17][CH2:18][C:19]4[CH:24]=[CH:23][C:22]([C:25]#[N:26])=[CH:21][CH:20]=4)=[N:16][C:12]=3[CH:11]=2)=[O:9])[CH:6]=[CH:5][CH:4]=[CH:3][CH:2]=1.[ClH:36].C(O)C.C(=O)([O-])[O-].[NH4+:44].[NH4+]>ClCCl.C(O)C>[ClH:36].[C:1]1([N:7]([CH2:30][C:31]([O:33][CH2:34][CH3:35])=[O:32])[C:8]([C:10]2[CH:29]=[CH:28][C:13]3[N:14]([CH3:27])[C:15]([CH2:17][CH2:18][C:19]4[CH:24]=[CH:23][C:22]([C:25](=[NH:44])[NH2:26])=[CH:21][CH:20]=4)=[N:16][C:12]=3[CH:11]=2)=[O:9])[CH:6]=[CH:5][CH:4]=[CH:3][CH:2]=1 |f:3.4.5,6.7,8.9|. Starting materials: C1(=CC=CC=C1)N(C(=O)C1=CC2=C(N(C(=N2)CCC2=CC=C(C=C2)C#N)C)C=C1)CC(=O)OCC (1-methyl-2-[2-(4-cyanophenyl)ethyl]benzimidazol-5-yl-carboxylic acid-N-phenyl-N-(ethoxycarbonylmethyl)amide), Cl (hydrochloric acid), C(C)O (ethanol), C([O-])([O-])=O.[NH4+].[NH4+] (ammonium carbonate), C28H29N5O3. Starting materials: C(#C)C1=C2C=NNC(C2=CC=C1OC)=O (5-ethynyl-6-methoxy-2H-phthalazin-1-one), Cl.BrC1=CC=NC=C1 (4-bromopyridine hydrochloride), bis(triphenylphosphine)PdCl2. Reagents/catalysts: [Cu]I (CuI). The solvent is C(C)NCC (diethylamine), O (water). Conditions: temperature 75 celsius. Product: COC=1C(=C2C=NNC(C2=CC1)=O)CC1=CC=NC=C1 (6-methoxy-5-pyridin-4-ylmethyl-2H-phthalazin-1-one). Yield: 89.2%. RXN SMILES: [C:1]([C:3]1[C:12]([O:13][CH3:14])=[CH:11][CH:10]=[C:9]2[C:4]=1[CH:5]=[N:6][NH:7][C:8]2=[O:15])#[CH:2].Cl.BrC1[CH:23]=[CH:22][N:21]=[CH:20][CH:19]=1>C(NCC)C.O.[Cu]I>[CH3:14][O:13][C:12]1[C:3]([CH2:1][C:2]2[CH:23]=[CH:22][N:21]=[CH:20][CH:19]=2)=[C:4]2[C:9](=[CH:10][CH:11]=1)[C:8](=[O:15])[NH:7][N:6]=[CH:5]2 |f:1.2|. Procedure details: A suspension of 5-ethynyl-6-methoxy-2H-phthalazin-1-one (1.9 g, 9.49 mmoles), prepared as described in example 140, 4-bromopyridine hydrochloride (2.214 g, 11.39 mmoles), bis(triphenylphosphine)PdCl2 (133 mg, 0.1998 mmole) and CuI (36 mg, 0.1898 mmole) in diethylamine (40 ml) was heated at 75° C. for 1 hour, cooled, diluted with water (40 ml) and the solid was filtered after 30 minutes under stirring. The solid was suspended in acetone, stirred for 15 minutes, filtered again and dried in oven at... Reactants: C(C)(C)(C)OC(=O)C1=CC2=C(CC(O2)CO)C(=C1)OC(C)C (2-hydroxymethyl-4-isopropoxy-2,3-dihydro-benzofuran-6-carboxylic acid tert-butyl ester), NC1=NN(C=C1)C (3-amino-1-methyl-pyrazole). Yields the product CN1N=C(C=C1)NC(=O)C1=CC2=C(CC(O2)CO)C(=C1)OC(C)C (2-Hydroxymethyl-4-isopropoxy-2,3-dihydro-benzofuran-6-carboxylic acid (1-methyl-1H-pyrazol-3-yl)-amide). Reaction SMILES: C(O[C:6]([C:8]1[CH:18]=[C:17]([O:19][CH:20]([CH3:22])[CH3:21])[C:11]2[CH2:12][CH:13]([CH2:15][OH:16])[O:14][C:10]=2[CH:9]=1)=[O:7])(C)(C)C.[NH2:23][C:24]1[CH:28]=[CH:27][N:26]([CH3:29])[N:25]=1>>[CH3:29][N:26]1[CH:27]=[CH:28][C:24]([NH:23][C:6]([C:8]2[CH:18]=[C:17]([O:19][CH:20]([CH3:21])[CH3:22])[C:11]3[CH2:12][CH:13]([CH2:15][OH:16])[O:14][C:10]=3[CH:9]=2)=[O:7])=[N:25]1. Procedure details: The title compound was prepared in a similar manner as described for Example 200, from 2-hydroxymethyl-4-isopropoxy-2,3-dihydro-benzofuran-6-carboxylic acid tert-butyl ester (215a) and 3-amino-1-methyl-pyrazole. 1H NMR (400 MHz, CDCl3) δ 8.34 (s, 1 H) 7.26-7.35 (m, 1 H) 6.95-7.05 (m, 1 H) 6.76-6.86 (m, 2 H) 4.93-5.08 (m, 1 H) 4.59-4.71 (m, 1 H) 3.84-3.91 (m, 1 H) 3.83 (s, 3 H) 3.22 (dd, J=16.42, 9.60 Hz, 1 H) 2.89-3.02 (m, 1 H) 1.98 (t, J=6.44 Hz, 1 H) 1.35 (d, J=6.06 Hz, 6 H); LCMS for C17H21N3... Reactants: FC(F)(F)c1cc(N2CCNCC2)ccc1Cl, O=C(NCC(F)(F)F)C1(CCCCBr)c2ccccc2-c2ccccc21. The product is O=C(NCC(F)(F)F)C1(CCCCN2CCN(c3ccc(Cl)c(C(F)(F)F)c3)CC2)c2ccccc2-c2ccccc21. Reaction SMILES: [Cl:1][c:2]1[c:3]([C:14]([F:15])([F:16])[F:17])[cH:4][c:5]([N:8]2[CH2:9][CH2:10][NH:11][CH2:12][CH2:13]2)[cH:6][cH:7]1.[F:18][C:19]([CH2:20][NH:21][C:22](=[O:23])[C:24]1([CH2:37][CH2:38][CH2:39][CH2:40][Br:41])[c:25]2[cH:26][cH:27][cH:28][cH:29][c:30]2-[c:31]2[cH:32][cH:33][cH:34][cH:35][c:36]21)([F:42])[F:43]>>[Cl:1][c:2]1[c:3]([C:14]([F:15])([F:16])[F:17])[cH:4][c:5]([N:8]2[CH2:9][CH2:10][N:11]([CH2:40][CH2:39][CH2:38][CH2:37][C:24]3([C:22]([NH:21][CH2:20][C:19]([F:18])([F:42])[F:43])=[O:23])[c:25]4[cH:26][cH:27][cH:28][cH:29][c:30]4-[c:31]4[cH:32][cH:33][cH:34][cH:35][c:36]43)[CH2:12][CH2:13]2)[cH:6][cH:7]1.